The task is: describe an organic reaction: reactants, conditions, products, and yield. This data is from the Open Reaction Database (ORD), a public repository of structured organic reaction records. Starting materials: C1(=CC=CC=C1)O (phenol), C[Al](C)C (trimethylaluminum). The solvent is CCCCCC (hexane), CCCCCC (hexane). Run at time 8 hour. The product is [O-]C1=CC=CC=C1.[O-]C1=CC=CC=C1.C[Al+2] (methylaluminum diphenoxide). Reaction SMILES: [C:1]1([OH:7])[CH:6]=[CH:5][CH:4]=[CH:3][CH:2]=1.[CH3:8][Al:9](C)C>CCCCCC>[O-:7][C:1]1[CH:6]=[CH:5][CH:4]=[CH:3][CH:2]=1.[O-:7][C:1]1[CH:6]=[CH:5][CH:4]=[CH:3][CH:2]=1.[CH3:8][Al+2:9] |f:3.4.5|. Reported procedure: Under an argon atomosphere, 5 g of phenol was dissolved in 25 ml of hexane. This was added dropwise to 26.5 ml of a hexane solution containing 1.0 M trimethylaluminum at −20° C. over 1 hour. This was brought to room temperature and allowed to stand overnight. The precipitate was filtered and washed with hexane. Recrystallization from ether gave 4.36 g of methylaluminum diphenoxide.